From a dataset of the Open Reaction Database (ORD), a public repository of structured organic reaction records. describe an organic reaction: reactants, conditions, products, and yield Starting materials: Cc1c(C(=O)Cl)cnn1-c1ccc(Cl)cc1, COCCOC1CCN(c2ccc(N)cc2C#N)CC1. Product: COCCOC1CCN(c2ccc(NC(=O)c3cnn(-c4ccc(Cl)cc4)c3C)cc2C#N)CC1. RXN SMILES: [Cl:1][c:2]1[cH:3][cH:4][c:5](-[n:8]2[n:9][cH:10][c:11]([C:14](=[O:15])[Cl:16])[c:12]2[CH3:13])[cH:6][cH:7]1.[NH2:17][c:18]1[cH:19][cH:20][c:21]([N:26]2[CH2:27][CH2:28][CH:29]([O:32][CH2:33][CH2:34][O:35][CH3:36])[CH2:30][CH2:31]2)[c:22]([C:23]#[N:24])[cH:25]1>>[Cl:1][c:2]1[cH:3][cH:4][c:5](-[n:8]2[n:9][cH:10][c:11]([C:14](=[O:15])[NH:17][c:18]3[cH:19][cH:20][c:21]([N:26]4[CH2:27][CH2:28][CH:29]([O:32][CH2:33][CH2:34][O:35][CH3:36])[CH2:30][CH2:31]4)[c:22]([C:23]#[N:24])[cH:25]3)[c:12]2[CH3:13])[cH:6][cH:7]1.